Dataset: the Open Reaction Database (ORD), a public repository of structured organic reaction records. Task: describe an organic reaction: reactants, conditions, products, and yield The reactants are C(C)OC(=O)N1CCN(CC1)C([C@H](CC1OC(OC1)(C)C)NC(=O)C1=NN(C(=C1)OCC(=O)N1[C@@H](CCC1)C(NC1CCC1)=O)C1=CC=CC=C1)=O (4-[(S)-2-({5-[2-((S)-2-Cyclobutylcarbamoyl-pyrrolidin-1-yl)-2-oxo-ethoxy]-1-phenyl-1H-pyrazole-3-carbonyl}-amino)-3-(2,2-dimethyl-[1,3]dioxolan-4-yl)-propionyl]-piperazine-1-carboxylic acid ethyl ester), C1(=CC=C(C=C1)S(=O)(=O)[O-])C.[NH+]1=CC=CC=C1 (pyridinium p-toluenesulfonate). Solvent: CO (MeOH). Reaction conditions: time 2 hour. The product is C(C)OC(=O)N1CCN(CC1)C([C@H](CC(CO)O)NC(=O)C1=NN(C(=C1)OCC(=O)N1[C@@H](CCC1)C(NC1CCC1)=O)C1=CC=CC=C1)=O (4-[(S)-2-({5-[2-((S)-2-Cyclobutylcarbamoyl-pyrrolidin-1-yl)-2-oxo-ethoxy]-1-phenyl-1H-pyrazole-3-carbonyl}-amino)-4,5-dihydroxy-pentanoyl]-piperazine-1-carboxylic acid ethyl ester). RXN SMILES: [CH2:1]([O:3][C:4]([N:6]1[CH2:11][CH2:10][N:9]([C:12](=[O:52])[C@@H:13]([NH:22][C:23]([C:25]2[CH:29]=[C:28]([O:30][CH2:31][C:32]([N:34]3[CH2:38][CH2:37][CH2:36][C@H:35]3[C:39](=[O:45])[NH:40][CH:41]3[CH2:44][CH2:43][CH2:42]3)=[O:33])[N:27]([C:46]3[CH:51]=[CH:50][CH:49]=[CH:48][CH:47]=3)[N:26]=2)=[O:24])[CH2:14][CH:15]2[CH2:19][O:18]C(C)(C)[O:16]2)[CH2:8][CH2:7]1)=[O:5])[CH3:2].C1(C)C=CC(S([O-])(=O)=O)=CC=1.[NH+]1C=CC=CC=1>CO>[CH2:1]([O:3][C:4]([N:6]1[CH2:11][CH2:10][N:9]([C:12](=[O:52])[C@@H:13]([NH:22][C:23]([C:25]2[CH:29]=[C:28]([O:30][CH2:31][C:32]([N:34]3[CH2:38][CH2:37][CH2:36][C@H:35]3[C:39](=[O:45])[NH:40][CH:41]3[CH2:42][CH2:43][CH2:44]3)=[O:33])[N:27]([C:46]3[CH:51]=[CH:50][CH:49]=[CH:48][CH:47]=3)[N:26]=2)=[O:24])[CH2:14][CH:15]([OH:16])[CH2:19][OH:18])[CH2:8][CH2:7]1)=[O:5])[CH3:2] |f:1.2|. Procedure details: To a solution of 15 mg 4-[(S)-2-({5-[2-((S)-2-Cyclobutylcarbamoyl-pyrrolidin-1-yl)-2-oxo-ethoxy]-1-phenyl-1H-pyrazole-3-carbonyl}-amino)-3-(2,2-dimethyl-[1,3]dioxolan-4-yl)-propionyl]-piperazine-1-carboxylic acid ethyl ester in 5 ml MeOH were added 5 mg pyridinium p-toluenesulfonate and the solution was stirred for 2 h before being concentrated in vacuo. The residue thus obtained was purified by preparative HPLC (C18 reverse phase column, elution with a water/MeCN gradient with 0.1% TFA). The fr...